Dataset: the Open Reaction Database (ORD), a public repository of structured organic reaction records. Task: describe an organic reaction: reactants, conditions, products, and yield The reactants are CN(C)C=O, ClCc1nc2cc(Cl)c(Cl)cc2[nH]1, COc1cc(F)c(C=O)cc1OC, [H-], [Na+]. Product: COc1cc(C=O)c(F)cc1OCc1nc2cc(Cl)c(Cl)cc2[nH]1. RXN SMILES: [CH3:29][N:30]([CH3:31])[CH:32]=[O:33].[Cl:16][c:17]1[cH:18][c:19]2[c:20]([nH:21][c:22]([CH2:24][Cl:25])[n:23]2)[cH:26][c:27]1[Cl:28].[F:1][c:2]1[c:3]([CH:4]=[O:5])[cH:6][c:7]([O:12][CH3:13])[c:8]([O:10][CH3:11])[cH:9]1.[H-:14].[Na+:15]>>[F:1][c:2]1[c:3]([CH:4]=[O:5])[cH:6][c:7]([O:12][CH3:13])[c:8]([O:10][CH2:11][c:22]2[nH:21][c:20]3[c:19]([cH:18][c:17]([Cl:16])[c:27]([Cl:28])[cH:26]3)[n:23]2)[cH:9]1. The reactants are [OH-].[Na+] (Sodium hydroxide), COC(CN(CCNC(=O)OC(C)(C)C)C([C@H](CC=1N=CN(C1)C(C1=CC=CC=C1)(C1=CC=CC=C1)C1=CC=CC=C1)NC(=O)OCC1=CC=CC=C1)=O)=O ((S)[[2-Benzyloxycarbonylamino-3-(1-trityl-1H-imidazol-4-yl)-propionyl]-(2-tert-butoxycarbonylamino-ethyl)-amino]-acetic acid methyl ester), O (water), CO (methanol). Solvent: O1CCCC1 (tetrahydrofuran). Conditions: time 8 hour. The product is C(C1=CC=CC=C1)OC(=O)N[C@H](C(=O)N(CCNC(=O)OC(C)(C)C)CC(=O)O)CC=1N=CN(C1)C(C1=CC=CC=C1)(C1=CC=CC=C1)C1=CC=CC=C1 ((S)[[2-Benzyloxycarbonylamino-3-(1-trityl-1H-imidazol-4-yl)-propionyl]-(2-tert-butoxycarbonylamino-ethyl)-amino]-acetic acid). Isolated yield 74.0%. Reaction SMILES: C[O:2][C:3](=[O:55])[CH2:4][N:5]([C:16](=[O:54])[C@@H:17]([NH:43][C:44]([O:46][CH2:47][C:48]1[CH:53]=[CH:52][CH:51]=[CH:50][CH:49]=1)=[O:45])[CH2:18][C:19]1[N:20]=[CH:21][N:22]([C:24]([C:37]2[CH:42]=[CH:41][CH:40]=[CH:39][CH:38]=2)([C:31]2[CH:36]=[CH:35][CH:34]=[CH:33][CH:32]=2)[C:25]2[CH:30]=[CH:29][CH:28]=[CH:27][CH:26]=2)[CH:23]=1)[CH2:6][CH2:7][NH:8][C:9]([O:11][C:12]([CH3:15])([CH3:14])[CH3:13])=[O:10].CO.O.[OH-].[Na+]>O1CCCC1>[CH2:47]([O:46][C:44]([NH:43][C@@H:17]([CH2:18][C:19]1[N:20]=[CH:21][N:22]([C:24]([C:25]2[CH:30]=[CH:29][CH:28]=[CH:27][CH:26]=2)([C:37]2[CH:42]=[CH:41][CH:40]=[CH:39][CH:38]=2)[C:31]2[CH:36]=[CH:35][CH:34]=[CH:33][CH:32]=2)[CH:23]=1)[C:16]([N:5]([CH2:4][C:3]([OH:55])=[O:2])[CH2:6][CH2:7][NH:8][C:9]([O:11][C:12]([CH3:14])([CH3:13])[CH3:15])=[O:10])=[O:54])=[O:45])[C:48]1[CH:53]=[CH:52][CH:51]=[CH:50][CH:49]=1 |f:3.4|. Procedure: The product from Step 2 (1.8 g, 2.4 mmol) was dissolved in tetrahydrofuran (10 mL), methanol (10 mL) and water (2 mL). Sodium hydroxide (0.192 g, 4.8 mmol) was added and the mixture stirred overnight at room temperature. The solution was concentrated in vacuo and the residue taken up in 0.1 M NaPO4 buffer (100 mL). The pH was brought to 6 by the addition of 1N HCl. The product was extracted three times with ethyl acetate. The ethyl acetate was washed twice with brine, dried over MgSO4, filtered ... Starting materials: N(=NC(C(=O)[O-])(CC)C)C(C(=O)[O-])(CC)C (2,2′-azobis(methyl 2-methylpropionate)), C(C(=C)C)(=O)OC(C)OCCCC (1-n-butoxyethyl methacrylate), C(C(=C)C)(=O)OCC1=CC=CC=C1 (benzyl methacrylate), C(C(=C)C)(=O)O (methacrylic acid). The solvent is C(C(C)C)C(=O)C (methyl isobutyl ketone), CCCCCCC (heptane). Run at time 6 hour. Product: C(C(=C)C)(=O)OC(C)OCCCC.C(C(=C)C)(=O)OCC1=CC=CC=C1.C(C(=C)C)(=O)O (1-n-butoxyethyl methacrylate benzyl methacrylate methacrylic acid), C(C)(=O)OC(COC)C (propylene glycol monomethyl ether acetate). As a reaction SMILES: [C:1]([O:6][CH:7]([O:9][CH2:10][CH2:11][CH2:12][CH3:13])[CH3:8])(=[O:5])[C:2]([CH3:4])=[CH2:3].[C:14]([O:19][CH2:20][C:21]1[CH:26]=[CH:25][CH:24]=[CH:23][CH:22]=1)(=[O:18])[C:15]([CH3:17])=[CH2:16].[C:27]([OH:32])(=[O:31])[C:28]([CH3:30])=[CH2:29].N(C(C)(CC)C([O-])=O)=NC(C)(CC)C([O-])=O>CCCCCCC.C(C(C)=O)C(C)C>[C:1]([O:6][CH:7]([O:9][CH2:10][CH2:11][CH2:12][CH3:13])[CH3:8])(=[O:5])[C:2]([CH3:4])=[CH2:3].[C:14]([O:19][CH2:20][C:21]1[CH:22]=[CH:23][CH:24]=[CH:25][CH:26]=1)(=[O:18])[C:15]([CH3:17])=[CH2:16].[C:27]([OH:32])(=[O:31])[C:28]([CH3:30])=[CH2:29].[C:7]([O:9][CH:10]([CH3:11])[CH2:14][O:19][CH3:20])(=[O:6])[CH3:8] |f:6.7.8|. Procedure: Into a 500 ml-volume three-neck flask, 67.1 g (0.36 mol) of 1-n-butoxyethyl methacrylate, 21.1 g (0.12 mol) of benzyl methacrylate, 10.3 g (0.12 mol) of methacrylic acid and 300 ml of methyl isobutyl ketone were charged. A catalytic amount of 2,2′-azobis(methyl 2-methylpropionate) was added thereto as a radical polymerization initiator, and polymerization was allowed to proceed at 80° C. for 6 hours in a nitrogen stream. The reaction solution was cooled and then poured in a large amount of hepta... The reactants are ClC1=CC(=NC2=CC=C(C=C12)Cl)C1=CC=C(C=C1)F (4,6-dichloro-2-(4-fluorophenyl)quinoline), CNC(C1CCNCC1)=O (N-methylisonipecotamide). Solvent: N1=CC=CC=C1.O (pyridine water). The product is ClC=1C=C2C(=CC(=NC2=CC1)C1=CC=C(C=C1)F)N1CCC(CC1)C(=O)NC (1-[6-Chloro-2-(4-fluorophenyl)-4-quinolinyl]-N-methyl-4-piperidinecarboxamide). As a reaction SMILES: Cl[C:2]1[C:11]2[C:6](=[CH:7][CH:8]=[C:9]([Cl:12])[CH:10]=2)[N:5]=[C:4]([C:13]2[CH:18]=[CH:17][C:16]([F:19])=[CH:15][CH:14]=2)[CH:3]=1.[CH3:20][NH:21][C:22](=[O:29])[CH:23]1[CH2:28][CH2:27][NH:26][CH2:25][CH2:24]1>N1C=CC=CC=1.O>[Cl:12][C:9]1[CH:10]=[C:11]2[C:6](=[CH:7][CH:8]=1)[N:5]=[C:4]([C:13]1[CH:18]=[CH:17][C:16]([F:19])=[CH:15][CH:14]=1)[CH:3]=[C:2]2[N:26]1[CH2:27][CH2:28][CH:23]([C:22]([NH:21][CH3:20])=[O:29])[CH2:24][CH2:25]1 |f:2.3|. Reported procedure: The named compound was made in a manner analogous to that of Example 4(c) using 4,6-dichloro-2-(4-fluorophenyl)quinoline, prepared as in Example 20, and N-methylisonipecotamide as starting materials. It was obtained as off-white needles, mp 260°-265° dec on recrystallization from pyridine/water. The reactants are C(CN)N (ethylenediamine), C(=O)O (Formic acid), C(C)(=O)OC(C)=O (acetic anhydride), ONCCCP(O)(O)=O (3-(N-hydroxyamino)propylphosphonic acid). Run in C(C)O (ethanol), O (water), O (water). Reaction conditions: time 30 minute. Product: C(=O)N(O)CCCP1(ON2CCN(O1)OP(O2)(=O)CCCN(O)C=O)=O (ethylenediamine bis[3-(N-formyl-N-hydroxyamino)propylphosphonate]). As a reaction SMILES: [CH:1]([OH:3])=O.C(O[C:8](=[O:10])C)(=O)C.[OH:11][NH:12][CH2:13][CH2:14][CH2:15][P:16](=[O:19])([OH:18])[OH:17].[CH2:20]([NH2:23])[CH2:21][NH2:22]>O.C(O)C>[CH:8]([N:12]([CH2:13][CH2:14][CH2:15][P:16]1(=[O:18])[O:17][N:23]2[O:18][P:16]([CH2:15][CH2:14][CH2:13][N:12]([CH:1]=[O:3])[OH:11])(=[O:17])[O:19][N:22]([CH2:21][CH2:20]2)[O:19]1)[OH:11])=[O:10]. Procedure: Formic acid (2.0 ml.) was added dropwise to acetic anhydride (2.45 g.) at ambient temperature with stirring. After the stirring was continued at the same temperature for 30 minutes, 3-(N-hydroxyamino)propylphosphonic acid (3.10 g.) was added to the mixture. The reaction mixture was stirred for an hour and concentrated under reduced pressure to give a residue, which was dissolved in water (25 ml.). To the aqueous solution was added ethylenediamine (0.60 g.). The mixture was concentrated under red... Reactants: CC#N, CCN(C(C)C)C(C)C, Cl, CCOC(C)CC(N)C(=O)Nc1ccn(CC(C)(C)O)n1, CCOc1cccc(OC2=CC(=O)N(C(CC(C)C)C(=O)Nc3ccn(CC(C)(C)O)n3)C2)c1F. The product is CCOc1cccc(OC2=CC(=O)N(C(CC(C)OCC)C(=O)Nc3ccn(CC(C)(C)O)n3)C2)c1F. RXN SMILES: [CH3:67][C:68]#[N:69].[CH:23]([N:24]([CH2:25][CH3:26])[CH:27]([CH3:28])[CH3:29])([CH3:30])[CH3:31].[ClH:1].[OH:2][C:3]([CH2:4][n:5]1[n:6][c:7]([NH:10][C:11]([CH:12]([CH2:13][CH:14]([CH3:15])[O:16][CH2:17][CH3:18])[NH2:19])=[O:20])[cH:8][cH:9]1)([CH3:21])[CH3:22].[OH:32][C:33]([CH3:34])([CH3:35])[CH2:36][n:37]1[cH:38][cH:39][c:40]([NH:41][C:42](=[O:43])[CH:44]([N:45]2[C:48](=[O:63])[CH:49]=[C:50]([O:52][c:53]3[c:54]([F:62])[c:55]([O:59][CH2:60][CH3:61])[cH:56][cH:57][cH:58]3)[CH2:51]2)[CH2:46][CH:47]([CH3:64])[CH3:65])[n:66]1>>[OH:2][C:3]([CH2:4][n:5]1[n:6][c:7]([NH:10][C:11]([CH:12]([CH2:13][CH:14]([CH3:15])[O:16][CH2:17][CH3:18])[N:19]2[C:48](=[O:63])[CH:49]=[C:50]([O:52][c:53]3[c:54]([F:62])[c:55]([O:59][CH2:60][CH3:61])[cH:56][cH:57][cH:58]3)[CH2:51]2)=[O:20])[cH:8][cH:9]1)([CH3:21])[CH3:22]. The reactants are O=C([O-])[O-], [Cl-], O=C(O)c1ccccc1I, [K+], [K+], Oc1ccc2ccccc2c1, c1ccncc1. Yields the product O=C(O)c1ccccc1Oc1ccc2ccccc2c1. As a reaction SMILES: [C:22](=[O:23])([O-:24])[O-:25].[Cl-:28].[I:1][c:2]1[c:3]([C:4](=[O:5])[OH:6])[cH:7][cH:8][cH:9][cH:10]1.[K+:26].[K+:27].[cH:11]1[c:12]([OH:21])[cH:13][cH:14][c:15]2[cH:16][cH:17][cH:18][cH:19][c:20]12.[cH:29]1[cH:30][cH:31][n:32][cH:33][cH:34]1>>[c:2]1([O:21][c:12]2[cH:11][c:20]3[c:15]([cH:14][cH:13]2)[cH:16][cH:17][cH:18][cH:19]3)[c:3]([C:4](=[O:5])[OH:6])[cH:7][cH:8][cH:9][cH:10]1. Reactants: BrC=1C=C2C=C(NC2=CC1)C(=O)O (5-bromoindole-2-carboxylic acid), CCN(C(C)C)C(C)C (iPr2NEt), BrC(C1=CC=CC=C1)C1=CC=CC=C1 (bromodiphenylmethane). The reagents and catalysts are [I-].C(CCC)[N+](CCCC)(CCCC)CCCC (tetrabutylammonium iodide). The solvent is CN1C(CCC1)=O (1-methyl-2-pyrrolidinone). Run at temperature 50 celsius. Product: C(C1=CC=CC=C1)(C1=CC=CC=C1)N1C(=CC2=CC(=CC=C12)Br)C(=O)O (1-Benzhydryl-5-bromo-1H-indole-2-carboxylic Acid). The yield is 87.2%. RXN SMILES: [Br:1][C:2]1[CH:3]=[C:4]2[C:8](=[CH:9][CH:10]=1)[NH:7][C:6]([C:11]([OH:13])=[O:12])=[CH:5]2.CCN(C(C)C)C(C)C.Br[CH:24]([C:31]1[CH:36]=[CH:35][CH:34]=[CH:33][CH:32]=1)[C:25]1[CH:30]=[CH:29][CH:28]=[CH:27][CH:26]=1>CN1CCCC1=O.[I-].C([N+](CCCC)(CCCC)CCCC)CCC>[CH:24]([N:7]1[C:8]2[C:4](=[CH:3][C:2]([Br:1])=[CH:10][CH:9]=2)[CH:5]=[C:6]1[C:11]([OH:13])=[O:12])([C:25]1[CH:30]=[CH:29][CH:28]=[CH:27][CH:26]=1)[C:31]1[CH:36]=[CH:35][CH:34]=[CH:33][CH:32]=1 |f:4.5|. Procedure: To 5-bromoindole-2-carboxylic acid (1.024 g, 4.26 mmol) in 1-methyl-2-pyrrolidinone (13 mL) at 0° C. were added iPr2NEt (25.6 mmol), tetrabutylammonium iodide (157 mg, 0.426 mmol) and bromodiphenylmethane (1.20 g, 4.86 mmol). The reaction mixture was heated at 50° C. for 21 h before partitioning between diethyl ether and ice water. After adjusting the pH to 3, the aqueous layer was extracted with diethyl ether. The organic layers were combined, washed with NaH2PO4, dried over MgSO4 and evaporate... The reactants are CC1([C@H]2[C@H](C3=C(O1)C=C(C=C3OCCCC(=O)O)CCCCC)CC(=CC2)C)C ((6aR,10aR)-4-[(6a,7,10,10a-Tetrahydro-6,6,9-trimethyl-3-pentyl-6H-dibenzo[b,d]pyran-1-yl)oxy]butanoic acid), [OH-].C[N+](C)(C)C (tetramethyl ammonium hydroxide), CCCCN(CCCC)C(=S)SC(=S)N(CCCC)CCCC (Pentex), above solution, final solution, final solution, solution, Cl.C(C)N=C=NCCCN(C)C (1-ethyl-3-(3-dimethylaminopropyl)carbodiimide HCl), above solution. Run in O (water), O (water), [Al] (aluminum), CN(C=O)C (N,N-dimethyl formamide), O (water), CN(C=O)C (DMF), O (water). Conditions: time 24 hour. The product is CCCCCC1=CC2=C([C@@H]3C=C(CC[C@H]3C(O2)(C)C)C)C(=C1)O (Tetrahydrocannabinol). Reaction SMILES: [CH3:1][C:2]1([CH3:29])[O:7][C:6]2[CH:8]=[C:9]([CH2:19][CH2:20][CH2:21][CH2:22][CH3:23])[CH:10]=[C:11]([O:12]CCCC(O)=O)[C:5]=2[C@@H:4]2[CH2:24][C:25]([CH3:28])=[CH:26][CH2:27][C@@H:3]12.[OH-].C[N+](C)(C)C.CCCCN(C(SC(N(CCCC)CCCC)=S)=S)CCCC.Cl.C(N=C=NCCCN(C)C)C>O.CN(C)C=O.[Al]>[CH3:23][CH2:22][CH2:21][CH2:20][CH2:19][C:9]1[CH:10]=[C:11]([OH:12])[C:5]2[C@H:4]3[C@H:3]([C:2]([CH3:1])([CH3:29])[O:7][C:6]=2[CH:8]=1)[CH2:27][CH2:26][C:25]([CH3:28])=[CH:24]3 |f:1.2,4.5|. Reported procedure: A 1.25 ml aliquot of a stock solution (1.009 g of (6aR,10aR)-4-[(6a,7,10,10a-Tetrahydro-6,6,9-trimethyl-3-pentyl-6H-dibenzo[b,d]pyran-1-yl)oxy]butanoic acid and 1.00 ml of 25% aqueous tetramethyl ammonium hydroxide diluted to 10 ml with water) was mixed with 8.75 ml of N,N-dimethyl formamide (DMF, Fisher, Lot 761531) to give a final volume of 10 ml with a concentration of 12.6 mg/ml. Two hundred fifty mg of Bovine Serum Albumin (BSA-Pentex-Miles Labs. Lot 260) was dissolved in 25.0 ml of distill...